Dataset: the Open Reaction Database (ORD), a public repository of structured organic reaction records. Task: describe an organic reaction: reactants, conditions, products, and yield Reactants: C(N)(=N)NN=CC1=CC=CC=C1 (benzaldehyde guanylhydrazone), COC1=C(C(CBr)=O)C=C(C=C1)OC (2,5-dimethoxyphenacyl bromide). Run in C(C)O (ethanol). Product: NC=1N(C=C(N1)C1=C(C=CC(=C1)OC)OC)N=CC1=CC=CC=C1 (2-Amino-1-benzylideneamino-4-(2,5-dimethoxyphenyl)-imidazole). As a reaction SMILES: [C:1]([NH:4][N:5]=[CH:6][C:7]1[CH:12]=[CH:11][CH:10]=[CH:9][CH:8]=1)(=[NH:3])[NH2:2].[CH3:13][O:14][C:15]1[CH:24]=[CH:23][C:22]([O:25][CH3:26])=[CH:21][C:16]=1[C:17](=O)[CH2:18]Br>C(O)C>[NH2:3][C:1]1[N:4]([N:5]=[CH:6][C:7]2[CH:12]=[CH:11][CH:10]=[CH:9][CH:8]=2)[CH:18]=[C:17]([C:16]2[CH:21]=[C:22]([O:25][CH3:26])[CH:23]=[CH:24][C:15]=2[O:14][CH3:13])[N:2]=1. Procedure details: A solution of 1.62 g (0.01 mol) of benzaldehyde guanylhydrazone and 1.34 g of 2,5-dimethoxyphenacyl bromide (Aldrich, Buchs, Switzerland, 97%, Cat. no. 10,458-2) in 5 ml of ethanol is boiled under reflux for 45 minutes. After cooling, the product that has crystallized out is filtered off with suction and recrystallized from ethanol. In that manner there is obtained the title compound, m.p. 180°-181° C., 1H-NMR (DMSO): δ=8.62 (s, 1H); 7.97 (m, 2H); 7.90 (s, 1H); 7.42-7.60 (m, 4H); 6.95 (d, 1H); 6...